This data is from the Open Reaction Database (ORD), a public repository of structured organic reaction records. The task is: describe an organic reaction: reactants, conditions, products, and yield Starting materials: COC1=CC=C(C=C1)NCC(C)NC1=CC=C(C=C1)OC (1,2-Bis(4'-methoxyphenyl-amino)-propane), compound, COC1=CC=C(N)C=C1 (4-methoxyaniline), BrCC(C)Br (1,2-dibromopropane). The product is COC1=CC=C(C=C1)N1C(N(C(C1)C)C1=CC=C(C=C1)OC)=N (1,3-Bis(4'-methoxyphenyl)-2-imino-4-methyl-imidazolidine). Yield: 32.7%. Reaction SMILES: [CH3:1][O:2][C:3]1[CH:8]=[CH:7][C:6]([NH:9][CH2:10][CH:11]([NH:13][C:14]2[CH:19]=[CH:18][C:17]([O:20][CH3:21])=[CH:16][CH:15]=2)[CH3:12])=[CH:5][CH:4]=1.COC1C=C[C:27]([NH2:28])=CC=1.BrCC(Br)C>>[CH3:1][O:2][C:3]1[CH:8]=[CH:7][C:6]([N:9]2[CH2:10][CH:11]([CH3:12])[N:13]([C:14]3[CH:15]=[CH:16][C:17]([O:20][CH3:21])=[CH:18][CH:19]=3)[C:27]2=[NH:28])=[CH:5][CH:4]=1. Procedure: 1,2-Bis(4'-methoxyphenyl-amino)-propane, applied as starting substance, is obtained with a yield of 32.7% by reacting 4-methoxyaniline with 1,2-dibromopropane as described by McKay and Tarlton (loc. cit.). The compound melts at 82°-84° C. The reactants are CCCCCCCCNC(=O)C(=O)OCC, CO, [Na+], [OH-]. Product: CCCCCCCCNC(=O)C(=O)O. RXN SMILES: [CH2:1]([CH2:2][CH2:3][CH2:4][CH2:5][CH2:6][CH2:7][CH3:8])[NH:9][C:10]([C:11](=[O:12])[O:13][CH2:14][CH3:15])=[O:16].[CH3:19][OH:20].[Na+:18].[OH-:17]>>[CH2:1]([CH2:2][CH2:3][CH2:4][CH2:5][CH2:6][CH2:7][CH3:8])[NH:9][C:10]([C:11](=[O:12])[OH:13])=[O:16]. The reactants are CC[Zn]CC, CC=CC1OC(C(=O)OC(C)C)C(C(=O)OC(C)C)O1, ICI. Yields the product CC(C)OC(=O)C1OC(C2CC2C)OC1C(=O)OC(C)C. RXN SMILES: [CH3:21][CH2:22][Zn:23][CH2:24][CH3:25].[CH:1](=[CH:2][CH3:3])[CH:4]1[O:5][CH:6]([C:15](=[O:16])[O:17][CH:18]([CH3:19])[CH3:20])[CH:7]([C:9](=[O:10])[O:11][CH:12]([CH3:13])[CH3:14])[O:8]1.[I:26][CH2:27][I:28]>>[CH:1]1([CH:4]2[O:5][CH:6]([C:15](=[O:16])[O:17][CH:18]([CH3:19])[CH3:20])[CH:7]([C:9](=[O:10])[O:11][CH:12]([CH3:13])[CH3:14])[O:8]2)[CH:2]([CH3:3])[CH2:21]1. Yields the product COCCc1ccsc1C. Reactants: COC(C)(C)C, C1CCOC1, CI, CC(C)(C)[O-], Cc1sccc1CCO, [Na+]. As a reaction SMILES: [C:23]([O:24][CH3:25])([CH3:26])([CH3:27])[CH3:28].[CH2:18]1[O:19][CH2:20][CH2:21][CH2:22]1.[CH3:16][I:17].[CH3:1][C:2]([CH3:3])([O-:4])[CH3:5].[CH3:7][c:8]1[s:9][cH:10][cH:11][c:12]1[CH2:13][CH2:14][OH:15].[Na+:6]>>[CH3:1][O:15][CH2:14][CH2:13][c:12]1[c:8]([CH3:7])[s:9][cH:10][cH:11]1.